From a dataset of the Open Reaction Database (ORD), a public repository of structured organic reaction records. describe an organic reaction: reactants, conditions, products, and yield Starting materials: FC(C(=O)NN)(F)F (2,2,2-Trifluoroacetohydrazide), IC=1C=C(C(OCC)=N)C=CC1C (ethyl 3-iodo-4-methylbenzimidate). The solvent is CO (methanol). Run at temperature 70 celsius, time 2 hour. Product: IC=1C=C(C=CC1C)C1=NN=C(N1)C(F)(F)F (3-(3-Iodo-4-methylphenyl)-5-(trifluoromethyl)-4H-1,2,4-triazole). Yield: 28.3%. As a reaction SMILES: [F:1][C:2]([F:8])([F:7])[C:3]([NH:5][NH2:6])=O.[I:9][C:10]1[CH:11]=[C:12]([CH:18]=[CH:19][C:20]=1[CH3:21])[C:13](=[NH:17])OCC>CO>[I:9][C:10]1[CH:11]=[C:12]([C:13]2[NH:17][C:3]([C:2]([F:8])([F:7])[F:1])=[N:5][N:6]=2)[CH:18]=[CH:19][C:20]=1[CH3:21]. Reported procedure: 2,2,2-Trifluoroacetohydrazide (0.14 g, 1.0 mmol) was added to a stirred solution of ethyl 3-iodo-4-methylbenzimidate (preparation 51b, 0.30 g, 1.0 mmol) in methanol (3 mL) and the mixture was stirred and heated to 70° C. After 2 hours, the mixture was cooled and concentrated in vacuo. The residue was purified by flash chromatography (5:1 hexanes/ethyl acetate) to give the title compound (0.10 g, 27%) as a white solid. Reactants: Cl.CN(CCCN=C=NCC)C (1-(3-Dimethylaminopropyl)-3-ethyl-carbodiimide hydrochloride), FC(C=1C=C(C(=O)O)C=C(C1)C(F)(F)F)(F)F (3,5-bis(trifluoromethyl) benzoic acid), C(C)(C)(C)OC(=O)N1CCC(CC1)(CO)C1=CC=CC=C1 (1-tert-Butoxycarbonyl-4-phenyl-4-hydroxymethyl piperidine). Reagents/catalysts: CN(C1=CC=NC=C1)C (4-dimethylaminopyridine). The solvent is CN(C=O)C (dimethylformamide), O (water). Reaction conditions: time 30 minute. The product is C(C)(C)(C)OC(=O)N1CCC(CC1)(COC(C1=CC(=CC(=C1)C(F)(F)F)C(F)(F)F)=O)C1=CC=CC=C1 (1-tert-Butoxycarbonyl-4-phenyl-4-[3,5-bis(trifluoromethyl) benzoyloxymethyl]piperidine). RXN SMILES: Cl.CN(C)CCCN=C=NCC.[F:13][C:14]([F:29])([F:28])[C:15]1[CH:16]=[C:17]([CH:21]=[C:22]([C:24]([F:27])([F:26])[F:25])[CH:23]=1)[C:18]([OH:20])=[O:19].[C:30]([O:34][C:35]([N:37]1[CH2:42][CH2:41][C:40]([C:45]2[CH:50]=[CH:49][CH:48]=[CH:47][CH:46]=2)([CH2:43]O)[CH2:39][CH2:38]1)=[O:36])([CH3:33])([CH3:32])[CH3:31]>CN(C)C1C=CN=CC=1.CN(C)C=O.O>[C:30]([O:34][C:35]([N:37]1[CH2:38][CH2:39][C:40]([C:45]2[CH:46]=[CH:47][CH:48]=[CH:49][CH:50]=2)([CH2:43][O:19][C:18](=[O:20])[C:17]2[CH:16]=[C:15]([C:14]([F:28])([F:29])[F:13])[CH:23]=[C:22]([C:24]([F:27])([F:25])[F:26])[CH:21]=2)[CH2:41][CH2:42]1)=[O:36])([CH3:31])([CH3:32])[CH3:33] |f:0.1|. Procedure: 1-(3-Dimethylaminopropyl)-3-ethyl-carbodiimide hydrochloride (897 mg) was added to a stirred solution of 3,5-bis(trifluoromethyl) benzoic acid (292 mg) and 4-dimethylaminopyridine (483 mg) in dry dimethylformamide (20 ml). The resulting solution was stirred for 30 minutes then the compound of step (a) above (1.0 g) was added. The resulting solution was stirred at room temperature for 19 hours. At this time the reaction was diluted with water (200 ml) and extracted into ethyl acetate. The organic... The reactants are N, C1([C@@H]2[C@@H]([C@H](C[C@@H]1C2)B([C@@H]1[C@H]([C@H]2C([C@H](C1)C2)(C)C)C)OC)C)(C)C, C1CN(C[C@@H](C1=O)O)S(=O)(=O)C. Reagents/catalysts: c1ccc(cc1)-c2c3ccccc3cc4ccccc24 (9-Phenylanthracene), CC(C)[O-].CC(C)[O-].CC(C)[O-].CC(C)[O-].[Ti+4] (Ti(OiPr)4). Reaction conditions: temperature 25 celsius, time 18 hour. Product: CS(=O)(=O)N1CC[C@@H](N)[C@@H](O)C1. Reaction SMILES: COB([C@@H]1[C@@H](C)[C@@H](C(C)(C)[C@H]2C1)C2)[C@@H]3[C@@H](C)[C@@H](C(C)(C)[C@H]4C3)C4.[NH3:1].[CH3:2][S:3]([N:6]1[CH2:12][C@H:10]([OH:11])[C:9](=O)[CH2:8][CH2:7]1)(=[O:5])=[O:4]>>[CH3:2][S:3]([N:6]1[CH2:12][C@H:10]([OH:11])[C@H:9]([NH2:1])[CH2:8][CH2:7]1)(=[O:5])=[O:4]. Reactants: ice, O (water), CC(C)(C)OC (TBME), FC1=C(C=CC=C1)N1N(C(=CC1=O)C)C (2-(2-Fluorophenyl)-1,5-dimethyl-1H-pyrazol-3(2H)-one), [N+](=O)(O)[O-] (nitric acid), ice. Solvent: C(=O)(C(F)(F)F)O (TFA). Reaction conditions: time 30 minute. Yields the product FC1=C(C=CC=C1)N1N(C(=C(C1=O)[N+](=O)[O-])C)C (2-(2-Fluorophenyl)-1,5-dimethyl-4-nitro-1H-pyrazol-3(2H)-one). RXN SMILES: [F:1][C:2]1[CH:7]=[CH:6][CH:5]=[CH:4][C:3]=1[N:8]1[C:12](=[O:13])[CH:11]=[C:10]([CH3:14])[N:9]1[CH3:15].[N+:16]([O-])([OH:18])=[O:17].O.CC(OC)(C)C>C(O)(C(F)(F)F)=O>[F:1][C:2]1[CH:7]=[CH:6][CH:5]=[CH:4][C:3]=1[N:8]1[C:12](=[O:13])[C:11]([N+:16]([O-:18])=[O:17])=[C:10]([CH3:14])[N:9]1[CH3:15]. Procedure: 2-(2-Fluorophenyl)-1,5-dimethyl-1H-pyrazol-3(2H)-one (260 g, 1261 mmol) in TFA (1040 ml) was cooled to −10° C. and stirred for 30 mins. To the mixture was added fuming nitric acid (84 ml) dropwise and this was stirred for 15 mins under cooling then at RT for 1 hr. The resulting mixture was poured onto a mixture of ice (1500 ml), water (1000 ml) and TBME (2500 ml) and stirred until the ice melted, then at RT for 1 hr. The mixture was filtered, washed with water (200 ml) and TBME (1000 ml). The co... Reactants: [NH2-].[Na+] (sodium amide), C1(=CC=CC2=CC=CC=C12)CC#N (1-naphthyl acetonitrile), N1(CCCCC1)CCCl (2-piperidino-1-chloroethane). The solvent is O (water), CCOCC (ether). Conditions: time 5 hour. Yields the product C1(=CC=CC2=CC=CC=C12)C(C#N)CCN1CCCCC1 (2-(1-naphthyl)-4-piperidino-butyronitrile). As a reaction SMILES: [NH2-].[Na+].[C:3]1([CH2:13][C:14]#[N:15])[C:12]2[C:7](=[CH:8][CH:9]=[CH:10][CH:11]=2)[CH:6]=[CH:5][CH:4]=1.[N:16]1([CH2:22][CH2:23]Cl)[CH2:21][CH2:20][CH2:19][CH2:18][CH2:17]1>CCOCC.O>[C:3]1([CH:13]([CH2:23][CH2:22][N:16]2[CH2:21][CH2:20][CH2:19][CH2:18][CH2:17]2)[C:14]#[N:15])[C:12]2[C:7](=[CH:8][CH:9]=[CH:10][CH:11]=2)[CH:6]=[CH:5][CH:4]=1 |f:0.1|. Reported procedure: 8.2 g of sodium amide are added in small quantities on a solution of 33.4 g of 1-naphthyl acetonitrile in 450 ml of anhydrous ether. The mixture is heated for 2 hours to reflux, then 29.5 g of 2-piperidino-1-chloroethane are added, a heating to reflux is repeated for 5 hours. The mixture is then cooled, poured in water, and the organic phase is extracted 3 times with 600 ml of hydrochloric acid at 10%. The aqueous phase is washed with ether and neutralized with soda at 30%. The decanting oil is ... Starting materials: Cl.C(C1=CC=CC=C1)ON (O-Benzylhydroxylamine hydrochloride). Run in C(C)(=O)OCC (ethyl acetate). Yields the product C(C1=CC=CC=C1)ON (O-benzylhydroxylamine). As a reaction SMILES: Cl.[CH2:2]([O:9][NH2:10])[C:3]1[CH:8]=[CH:7][CH:6]=[CH:5][CH:4]=1>C(OCC)(=O)C>[CH2:2]([O:9][NH2:10])[C:3]1[CH:8]=[CH:7][CH:6]=[CH:5][CH:4]=1 |f:0.1|. Procedure: O-Benzylhydroxylamine hydrochloride (1.71 g) was suspended in ethyl acetate, and the mixture was washed thoroughly with saturated aqueous sodium bicarbonate solution. the organic layer was dried (MgSO4), and evaporated under reduced pressure to leave O-benzylhydroxylamine as an oil. This was added dropwise to 3-trifluoromethylphenyl isocyanate (2.00 g), and the mixture was left to stand for 1 hour. The mixture was then dissolved in ethyl acetate and washed with 2M hydrochloric acid. The organic ... Reactants: CN1N=NN=C1S (1-Methyl-5-mercapto-1,2,3,4-tetrazole), BrCCCCl (1-bromo-3-chloropropane), C([O-])([O-])=O.[K+].[K+] (Potassium carbonate). Solvent: CC(=O)C (acetone). Yields the product CN1N=NN=C1SCCCCl (1-methyl-5-(3-chloropropyl)thio-1,2,3,4-tetrazole). Isolated yield 111.4%. Reaction SMILES: [CH3:1][N:2]1[C:6]([SH:7])=[N:5][N:4]=[N:3]1.Br[CH2:9][CH2:10][CH2:11][Cl:12].C(=O)([O-])[O-].[K+].[K+]>CC(C)=O>[CH3:1][N:2]1[C:6]([S:7][CH2:9][CH2:10][CH2:11][Cl:12])=[N:5][N:4]=[N:3]1 |f:2.3.4|. Procedure: 1-Methyl-5-mercapto-1,2,3,4-tetrazole (4.6 g) and 1-bromo-3-chloropropane (9.4 g) are dissolved in acetone (100 ml). Potassium carbonate (6.8 g) is added to the solution and the mixture is refluxed for 3 hours. Acetone is distilled off and water is added to the residue. The mixture is extracted with chloroform and the chloroform solution is washed with saturated aqueous sodium chloride and dried over magnesium sulfate. Chloroform is distilled off and the residue is purified by silica gel column ...